Dataset: the Open Reaction Database (ORD), a public repository of structured organic reaction records. Task: describe an organic reaction: reactants, conditions, products, and yield Reaction SMILES: [NH:1]1[C:5]2[CH:6]=[CH:7][CH:8]=[CH:9][C:4]=2[N:3]=[C:2]1[CH2:10][O:11][C:12]1[C:17]([O:18][CH3:19])=[CH:16][C:15]([CH:20]([C:22]2[C:30]3[C:25](=[N:26][CH:27]=[C:28]([Cl:31])[CH:29]=3)[NH:24][CH:23]=2)O)=[C:14]([Cl:32])[CH:13]=1.C(#N)C.FC(F)(F)C(O)=O.C([SiH](CC)CC)C>>[Cl:32][C:14]1[C:15]([CH2:20][C:22]2[C:30]3[C:25](=[N:26][CH:27]=[C:28]([Cl:31])[CH:29]=3)[NH:24][CH:23]=2)=[CH:16][C:17]([O:18][CH3:19])=[C:12]([CH:13]=1)[O:11][CH2:10][C:2]1[NH:3][C:4]2[CH:9]=[CH:8][CH:7]=[CH:6][C:5]=2[N:1]=1. Conditions: temperature 70 celsius. Procedure details: [4-(1H-Benzoimidazol-2-ylmethoxy)-2-chloro-5-methoxy-phenyl]-(5-chloro-1H-pyrrolo[2,3-b]pyridin-3-yl)-methanol (138, 1.25 g, 0.00266 mol) was dissolved in acetonitrile (100 mL, 2 mol) and trifluoroacetic acid (5.65 mL, 0.0734 mol) and triethylsilane (11.3 mL, 0.0708 mol) were added. The reaction was heated at 70° C. for 2.5 hours. The reaction was concentrated and ethyl acetate and 1M aqueous potassium carbonate were added. The organic layer was washed with brine, dried over anhydrous sodium sul... Starting materials: N1C(=NC2=C1C=CC=C2)COC2=CC(=C(C=C2OC)C(O)C2=CNC1=NC=C(C=C12)Cl)Cl ([4-(1H-benzoimidazol-2-ylmethoxy)-2-chloro-5-methoxy-phenyl]-(5-chloro-1H-pyrrolo[2,3-b]pyridin-3-yl)-methanol), C(C)#N (acetonitrile), FC(C(=O)O)(F)F (trifluoroacetic acid), C(C)[SiH](CC)CC (triethylsilane). Yields the product ClC=1C(=CC(=C(OCC2=NC3=C(N2)C=CC=C3)C1)OC)CC1=CNC3=NC=C(C=C31)Cl (2-[5-chloro-4-(5-chloro-1H-pyrrolo-[2,3-b]pyridin-3-ylmethyl)-2-methoxy-phenoxymethyl]-1H-benzoimidazole). Solvent: O1CCCC1 (tetrahydrofuran), O1CCCC1 (tetrahydrofuran), O1CCCC1 (tetrahydrofuran). Isolated yield 21.5%. As a reaction SMILES: [C:1]([O:4][CH2:5][CH3:6])(=[O:3])[CH3:2].[Li+].CC([N-]C(C)C)C.CN1C(=O)N(C)CCC1.I[CH2:25][C:26]1[S:30][C:29]([C:31]2[CH:36]=[CH:35][C:34]([C:37]([F:40])([F:39])[F:38])=[CH:33][CH:32]=2)=[N:28][C:27]=1[CH3:41]>O1CCCC1>[CH2:5]([O:4][C:1](=[O:3])[CH2:2][CH2:25][C:26]1[S:30][C:29]([C:31]2[CH:32]=[CH:33][C:34]([C:37]([F:40])([F:38])[F:39])=[CH:35][CH:36]=2)=[N:28][C:27]=1[CH3:41])[CH3:6] |f:1.2|. Yields the product C(C)OC(CCC1=C(N=C(S1)C1=CC=C(C=C1)C(F)(F)F)C)=O (3-[4-Methyl-2-(4-trifluoromethyl-phenyl)-thiazol-5-yl]-propionic acid ethyl ester). Procedure details: A solution of ethyl acetate (2.24 ml, 22.8 mmol) in tetrahydrofuran (6 ml) was added to a −78° C. cold solution of LDA (2 M solution in tetrahydrofuran/n-heptane; 9.8 ml, 19.6 mmol) in tetrahydrofuran (15 ml) within 30 min under an argon atmosphere. The solution was stirred for 30 min at −78° C. and DMPU (3.9 ml, 32.6 mmol) was added within 20 min. A solution of 5-iodomethyl-4-methyl-2-(4-trifluoromethyl-phenyl)-thiazole (2.5 g, 6.5 mmol) in tetrahydrofuran (15 ml) was added within 30 min and st... The reactants are ICC1=C(N=C(S1)C1=CC=C(C=C1)C(F)(F)F)C (5-iodomethyl-4-methyl-2-(4-trifluoromethyl-phenyl)-thiazole), C(C)(=O)OCC (ethyl acetate), [Li+].CC(C)[N-]C(C)C (LDA), ammonium chloride ice water, CN1CCCN(C1=O)C (DMPU). Conditions: temperature -78 celsius, time 30 minute. The reactants are ClCCCN1CC(C1)OC(C1=CC=CC=C1)(C1=CC=CC=C1)C1=CC=CC=C1 (1-(3-chloropropyl)-3-(trityloxy)azetidine), C(C(=O)O)(=O)O (oxalic acid). The solvent is C(C)(=O)OCC (ethyl acetate). The product is C(C(=O)O)(=O)O.ClCCCN1CC(C1)OC(C1=CC=CC=C1)(C1=CC=CC=C1)C1=CC=CC=C1 (1-(3-chloropropyl)-3-(trityloxy)azetidine oxalate). RXN SMILES: [C:1]([OH:6])(=[O:5])[C:2]([OH:4])=[O:3].[Cl:7][CH2:8][CH2:9][CH2:10][N:11]1[CH2:14][CH:13]([O:15][C:16]([C:29]2[CH:34]=[CH:33][CH:32]=[CH:31][CH:30]=2)([C:23]2[CH:28]=[CH:27][CH:26]=[CH:25][CH:24]=2)[C:17]2[CH:22]=[CH:21][CH:20]=[CH:19][CH:18]=2)[CH2:12]1>C(OCC)(=O)C>[C:1]([OH:6])(=[O:5])[C:2]([OH:4])=[O:3].[Cl:7][CH2:8][CH2:9][CH2:10][N:11]1[CH2:12][CH:13]([O:15][C:16]([C:29]2[CH:34]=[CH:33][CH:32]=[CH:31][CH:30]=2)([C:23]2[CH:24]=[CH:25][CH:26]=[CH:27][CH:28]=2)[C:17]2[CH:22]=[CH:21][CH:20]=[CH:19][CH:18]=2)[CH2:14]1 |f:3.4|. Procedure: In 10 mL of ethyl acetate was dissolved 1-(3-chloropropyl)-3-(trityloxy)azetidine, and to the resulting solution was added 0.15 g of oxalic acid, after which the resulting mixture was stirred at room temperature. The crystals precipitated were collected by filtration to obtain 0.39 g of 1-(3-chloropropyl)-3-(trityloxy)azetidine oxalate. Starting materials: CCOC(=O)C1C(c2cccc(C#N)c2)C2=C(CCCC2=O)NC1(O)C(F)(F)F, CCO, Cl, [Li+], [OH-], O, O. Yields the product N#Cc1cccc(C2C3=C(CCCC3=O)NC(O)(C(F)(F)F)C2C(=O)O)c1. As a reaction SMILES: [C:1](=[O:2])([O:3][CH2:4][CH3:5])[CH:6]1[C:7]([OH:25])([C:26]([F:27])([F:28])[F:29])[NH:8][C:9]2=[C:14]([C:13](=[O:24])[CH2:12][CH2:11][CH2:10]2)[CH:15]1[c:16]1[cH:17][c:18]([C:22]#[N:23])[cH:19][cH:20][cH:21]1.[CH3:34][CH2:35][OH:36].[ClH:33].[Li+:32].[OH-:31].[OH2:30].[OH2:37]>>[C:1](=[O:2])([OH:3])[CH:6]1[C:7]([OH:25])([C:26]([F:27])([F:28])[F:29])[NH:8][C:9]2=[C:14]([C:13](=[O:24])[CH2:12][CH2:11][CH2:10]2)[CH:15]1[c:16]1[cH:17][c:18]([C:22]#[N:23])[cH:19][cH:20][cH:21]1. Starting materials: C(C1=CC=CC=C1)OC(=O)N1[C@H](CCC1)CC1=CNC2=CC=C(C=C12)Br (3-(N-benzyloxycarbonyl-2(R)-pyrrolidinylmethyl)-5-bromo-1H-indole), C(=C)C1(CCCC1)O (1-vinylcyclopentanol). The solvent is CO (CH3OH). Product: C(C1=CC=CC=C1)OC(=O)N1[C@H](CCC1)CC1=CNC2=CC=C(C=C12)C=CC1(CCCC1)O (3-(N-Benzyloxycarbonyl-2(R)-pyrrolidinylmethyl)-5-[2-(1-hydroxycyclopentyl)ethenyl]-1H-indole). Reaction SMILES: [CH2:1]([O:8][C:9]([N:11]1[CH2:15][CH2:14][CH2:13][C@@H:12]1[CH2:16][C:17]1[C:25]2[C:20](=[CH:21][CH:22]=[C:23](Br)[CH:24]=2)[NH:19][CH:18]=1)=[O:10])[C:2]1[CH:7]=[CH:6][CH:5]=[CH:4][CH:3]=1.[CH:27]([C:29]1([OH:34])[CH2:33][CH2:32][CH2:31][CH2:30]1)=[CH2:28]>CO>[CH2:1]([O:8][C:9]([N:11]1[CH2:15][CH2:14][CH2:13][C@@H:12]1[CH2:16][C:17]1[C:25]2[C:20](=[CH:21][CH:22]=[C:23]([CH:28]=[CH:27][C:29]3([OH:34])[CH2:33][CH2:32][CH2:31][CH2:30]3)[CH:24]=2)[NH:19][CH:18]=1)=[O:10])[C:2]1[CH:7]=[CH:6][CH:5]=[CH:4][CH:3]=1. Procedure details: Obtained by a procedure similar to that described in Example 1, from 3-(N-benzyloxycarbonyl-2(R)-pyrrolidinylmethyl)-5-bromo-1H-indole (Preparation 1) and 1-vinylcyclopentanol (Example 5(a)), as a foam. Rf 0.40 (SS 10). [α]D25 -31° (c=0.1, CH3OH). Found: C,75.58; H,7.24; N,6.22. C28H32N2O3 requires C,75.64; H,7.26; N,6.30%. Reactants: C(C)OC(C[C@H](N1C(C(CC1)CCCC1(OCCO1)C)=O)C1=CC(=CC=C1)F)=O (3(S)-(3-Fluorophenyl)-3-(3-[3-(2-methyl-[1,3]dioxolan-2-yl)-propyl]-2-oxo-pyrrolidin-1-yl)-propionic acid ethyl ester), CC=1C=CC(=CC1)S(=O)(=O)O (p-TSA), CC(=O)C (acetone). Run in CCOC(=O)C (EtOAc). Yields the product C(C)OC(C[C@H](N1C(C(CC1)CCCC(C)=O)=O)C1=CC(=CC=C1)F)=O (3(S)-(3-Fluorophenyl)-3-[2-oxo-3-(4-oxo-pentyl)-pyrrolidin-1-yl]-propionic acid ethyl ester). As a reaction SMILES: [CH2:1]([O:3][C:4](=[O:29])[CH2:5][C@@H:6]([C:22]1[CH:27]=[CH:26][CH:25]=[C:24]([F:28])[CH:23]=1)[N:7]1[CH2:11][CH2:10][CH:9]([CH2:12][CH2:13][CH2:14][C:15]2([CH3:20])OCC[O:16]2)[C:8]1=[O:21])[CH3:2].CC1C=CC(S(O)(=O)=O)=CC=1.CC(C)=O>CCOC(C)=O>[CH2:1]([O:3][C:4](=[O:29])[CH2:5][C@@H:6]([C:22]1[CH:27]=[CH:26][CH:25]=[C:24]([F:28])[CH:23]=1)[N:7]1[CH2:11][CH2:10][CH:9]([CH2:12][CH2:13][CH2:14][C:15](=[O:16])[CH3:20])[C:8]1=[O:21])[CH3:2]. Procedure: A solution of 2-6 (450 mg, 1.10 mmol), p-TSA (50 mg) and acetone (50 mL) was heated at reflux for 4 hr. The cooled reaction mixture was diluted with EtOAc and then washed with sat. NaHCO3 and brine, dried (MgSO4), and concentrated to afford 2-7 as a yellow solid. Starting materials: ClCC(=O)NC1=CC(=CC=C1)C1=NC2=CC=CC=C2N=C1 (2-chloro-N-(3-quinoxalin-2-ylphenyl)acetamide), CN1CCNCC1 (N-methylpiperazine). Solvent: C(C)O (ethanol). The product is CN1CCN(CC1)CC(=O)NC1=CC(=CC=C1)C1=NC2=CC=CC=C2N=C1 (2-(4-methylpiperazin-1-yl)-N-[3-(quinoxalin-2-yl)phenyl]acetamide). Isolated yield 34.6%. Reaction SMILES: Cl[CH2:2][C:3]([NH:5][C:6]1[CH:11]=[CH:10][CH:9]=[C:8]([C:12]2[CH:21]=[N:20][C:19]3[C:14](=[CH:15][CH:16]=[CH:17][CH:18]=3)[N:13]=2)[CH:7]=1)=[O:4].[CH3:22][N:23]1[CH2:28][CH2:27][NH:26][CH2:25][CH2:24]1>C(O)C>[CH3:22][N:23]1[CH2:28][CH2:27][N:26]([CH2:2][C:3]([NH:5][C:6]2[CH:11]=[CH:10][CH:9]=[C:8]([C:12]3[CH:21]=[N:20][C:19]4[C:14](=[CH:15][CH:16]=[CH:17][CH:18]=4)[N:13]=3)[CH:7]=2)=[O:4])[CH2:25][CH2:24]1. Reported procedure: A solution of 2-chloro-N-(3-quinoxalin-2-ylphenyl)acetamide (100 mg, 0.336 mmol) and N-methylpiperazine (79 μL, 0.706 mmol) in ethanol (5 mL) was heated at 100° C. for 18 hrs. The solvent was evaporated and the oily residue was submitted to preparative LCMS to afford 2-(4-methylpiperazin-1-yl)-N-[3-(quinoxalin-2-yl)phenyl]acetamide (42 mg, 34%). LCMS calculated for C21H23N5O (M+H): 362.19. found 362.16. 1H-NMR (DMSO-d6, 400 Mhz) δH: 9.90 (1H, br. s), 9.51 (1H, s), 8.54 (1H, m), 8.19-8.12 (2H, m)...